From a dataset of the Open Reaction Database (ORD), a public repository of structured organic reaction records. describe an organic reaction: reactants, conditions, products, and yield As a reaction SMILES: C([C:5]1[C:10]([CH3:11])=[C:9]([OH:12])[C:8]([C:13]2[C:14]([OH:25])=[C:15]([CH3:24])[C:16](C(C)(C)C)=[CH:17][C:18]=2[CH3:19])=[C:7]([CH3:26])[CH:6]=1)(C)(C)C.C1(C)C=CC(S(O)(=O)=O)=CC=1>O>[CH3:19][C:18]1[CH:17]=[CH:16][C:15]([CH3:24])=[C:14]([OH:25])[C:13]=1[C:8]1[C:9]([OH:12])=[C:10]([CH3:11])[CH:5]=[CH:6][C:7]=1[CH3:26]. The product is CC1=C(C(=C(C=C1)C)O)C=1C(=C(C=CC1C)C)O (3,3′,6,6′-tetramethyl-2,2′-biphenol). Reactants: C(C)(C)(C)C1=CC(=C(C(=C1C)O)C=1C(=C(C(=CC1C)C(C)(C)C)C)O)C (5,5′-Bis(t-butyl)-3,3′,6,6′-tetramethyl-2,2′-biphenol), xylenes, C1(=CC=C(C=C1)S(=O)(=O)O)C (p-toluenesulfonic acid). Reported procedure: To a 50 mL flask were added 0.5 g of 5,5′-Bis(t-butyl)-3,3′,6,6′-tetramethyl-2,2′-biphenol, 5 mL of xylenes and 0.05 g of p-toluenesulfonic acid. The mixture was refluxed for about 2 hours. The mixture was cooled and water added. The mixture was extracted with hexanes; the organic layer was washed with water and dried over MgSO4. After removing the solvent, the residue was recrystallized from petroleum ether. Run in O (water).